This data is from the Open Reaction Database (ORD), a public repository of structured organic reaction records. The task is: describe an organic reaction: reactants, conditions, products, and yield The reactants are FC1=C(C=CC(=C1)I)NC1=C(C(=O)O)C=CN=C1 (3-[(2-fluoro-4-iodophenyl)amino]isonicotinic acid), FC1=C(C=CC(=C1)I)NC1=C(C(=O)O)C=CN=C1 (3-[(2-fluoro-4-iodophenyl)amino]isonicotinic acid), N[C@@H](CO)C(=O)N (L-serinamide). The product is C(N)(=O)[C@H](CO)NC(C1=C(C=NC=C1)NC1=C(C=C(C=C1)I)F)=O (N-(1-(S)-Carbamoyl-2-hydroxy-ethyl)-3-(2-fluoro-4-iodo-phenylamino)-isonicotinamide). Reaction SMILES: [F:1][C:2]1[CH:7]=[C:6]([I:8])[CH:5]=[CH:4][C:3]=1[NH:9][C:10]1[CH:18]=[N:17][CH:16]=[CH:15][C:11]=1[C:12]([OH:14])=O.[NH2:19][C@H:20]([C:23]([NH2:25])=[O:24])[CH2:21][OH:22]>>[C:23]([C@@H:20]([NH:19][C:12](=[O:14])[C:11]1[CH:15]=[CH:16][N:17]=[CH:18][C:10]=1[NH:9][C:3]1[CH:4]=[CH:5][C:6]([I:8])=[CH:7][C:2]=1[F:1])[CH2:21][OH:22])(=[O:24])[NH2:25]. Reported procedure: N-(1-(S)-Carbamoyl-2-hydroxy-ethyl)-3-(2-fluoro-4-iodo-phenylamino)-isonicotinamide was synthesized according to the procedure for General Method 1, outlined above, starting with 0.30 mmol of 3-[(2-fluoro-4-iodophenyl)amino]isonicotinic acid (intermediate 1) and 0.45 mmol of L-serinamide. LC/MS [5.09 min; 445 (M+1)] Starting materials: C1(=CC=CC=C1)CCCCC1=C(C=CC=C1)O (2-(4-phenylbutyl)phenol), CC(C)([O-])C.[K+] (potassium t-butoxide), C(C1=CC=CC=C1)O[C@@H]1CC(N(C1)C(=O)OC(C)(C)C)COS(=O)(=O)C1=CC=C(C=C1)C ((4R)-4-benzyloxy-1-t-butoxycarbonyl-2-(p-toluenesulfonyloxymethyl)pyrrolidine). The solvent is CC(=O)N(C)C (dimethylacetamide). Run at temperature 40 celsius, time 5 hour. Yields the product C(C1=CC=CC=C1)O[C@@H]1CC(N(C1)C(=O)OC(C)(C)C)COC1=C(C=CC=C1)CCCCC1=CC=CC=C1 ((4R)-4-Benzyloxy-1-t-butoxycarbonyl-2-[2-(4-phenylbutyl) phenoxymethyl]pyrrolidine). Isolated yield 24.1%. RXN SMILES: [C:1]1([CH2:7][CH2:8][CH2:9][CH2:10][C:11]2[CH:16]=[CH:15][CH:14]=[CH:13][C:12]=2[OH:17])[CH:6]=[CH:5][CH:4]=[CH:3][CH:2]=1.CC(C)([O-])C.[K+].[CH2:24]([O:31][C@H:32]1[CH2:36][N:35]([C:37]([O:39][C:40]([CH3:43])([CH3:42])[CH3:41])=[O:38])[CH:34]([CH2:44]OS(C2C=CC(C)=CC=2)(=O)=O)[CH2:33]1)[C:25]1[CH:30]=[CH:29][CH:28]=[CH:27][CH:26]=1>CC(N(C)C)=O>[CH2:24]([O:31][C@H:32]1[CH2:36][N:35]([C:37]([O:39][C:40]([CH3:43])([CH3:42])[CH3:41])=[O:38])[CH:34]([CH2:44][O:17][C:12]2[CH:13]=[CH:14][CH:15]=[CH:16][C:11]=2[CH2:10][CH2:9][CH2:8][CH2:7][C:1]2[CH:2]=[CH:3][CH:4]=[CH:5][CH:6]=2)[CH2:33]1)[C:25]1[CH:26]=[CH:27][CH:28]=[CH:29][CH:30]=1 |f:1.2|. Reported procedure: 441 mg of 2-(4-phenylbutyl)phenol (prepared as described in Preparation 3) and 241 mg of potassium t-butoxide were dissolved, with ice-cooling and stirring, in 20 ml of dimethylacetamide. 900 mg of (4R)-4-benzyloxy-1-t-butoxycarbonyl-2-(p-toluenesulfonyloxymethyl)pyrrolidine were then added to the solution thus obtained, and the resulting mixture was stirred at 40° C. for 5 hours. At the end of this time, the reaction mixture was cooled and partitioned between ethyl acetate and water. The organi... Reactants: Cl.CNOC (N,O-Dimethylhydroxylamine hydrochloride), O=C1C=CC2=C(N1C1=CC=CC=C1)SC(=C2C2=CC=CC=C2)C(=O)O (6-oxo-3,7-diphenyl-6,7-dihydrothieno[2,3-b]pyridine-2-carboxylic acid), C=1C=CC2=C(C1)N=NN2O (HOBT), C(CCl)Cl (EDC), CN1CCOCC1 (NMM). Run in C(Cl)Cl (DCM), C(Cl)Cl (DCM). Conditions: time 6 hour. Yields the product CON(C(=O)C1=C(C2=C(N(C(C=C2)=O)C2=CC=CC=C2)S1)C1=CC=CC=C1)C (N-Methoxy-N-methyl-6-oxo-3,7-diphenyl-6,7-dihydrothieno[2,3-b]pyridine-2-carboxamide). The yield is 83.9%. Reaction SMILES: Cl.[CH3:2][NH:3][O:4][CH3:5].[O:6]=[C:7]1[N:12]([C:13]2[CH:18]=[CH:17][CH:16]=[CH:15][CH:14]=2)[C:11]2[S:19][C:20]([C:28](O)=[O:29])=[C:21]([C:22]3[CH:27]=[CH:26][CH:25]=[CH:24][CH:23]=3)[C:10]=2[CH:9]=[CH:8]1.C1C=CC2N(O)N=NC=2C=1.C(Cl)CCl.CN1CCOCC1>C(Cl)Cl>[CH3:5][O:4][N:3]([CH3:2])[C:28]([C:20]1[S:19][C:11]2[N:12]([C:13]3[CH:18]=[CH:17][CH:16]=[CH:15][CH:14]=3)[C:7](=[O:6])[CH:8]=[CH:9][C:10]=2[C:21]=1[C:22]1[CH:27]=[CH:26][CH:25]=[CH:24][CH:23]=1)=[O:29] |f:0.1|. Procedure: N,O-Dimethylhydroxylamine hydrochloride (31 mg, 0.32 mmol) was added to a mixture of the compound of Example 59 (101 mg, 0.29 mmol), HOBT (55 mg, 0.41 mmol), EDC (78 mg, 0.41 mmol) and NMM (0.090 mL, 0.81 mmol) in DCM (3 mL). The mixture was stirred for 6 h at room temperature. DCM was added and the mixture washed with 2M HCl(aq). The organic phase was re-extracted with DCM. The combined organics were dried (Na2SO4) and concentrated in vacuo. The crude product was purified by column chromatograp... The reactants are ClC(C(=O)Cl)=C(Cl)Cl (trichloroacryloyl chloride), Cl.NCC#N (aminoacetonitrile hydrochloride), C(Cl)(Cl)Cl (chloroform), Cl.NCC#N (aminoacetonitrile hydrochloride). The solvent is CCCCCC (hexane). Product: C(#N)CNC(C(=C(Cl)Cl)Cl)=O (N-Cyanomethyl trichloroacrylamide). Isolated yield 84.6%. As a reaction SMILES: [Cl:1][C:2](=[C:6]([Cl:8])[Cl:7])[C:3](Cl)=[O:4].Cl.[NH2:10][CH2:11][C:12]#[N:13].C(Cl)(Cl)Cl>CCCCCC>[C:11]([CH2:12][NH:13][C:3](=[O:4])[C:2]([Cl:1])=[C:6]([Cl:8])[Cl:7])#[N:10] |f:1.2|. Reported procedure: A stirred mixture of 38.8 g (0.2 moles) trichloroacryloyl chloride, 18.5 g. (0.2 moles) aminoacetonitrile hydrochloride and.150 ml chloroform was refluxed for thirty hours, with evolution of gas and dissolution of most of the aminoacetonitrile hydrochloride. The mixture was filtered hot to remove unreacted aminoacetonitrile hydrochloride. The filtrate was stripped to give an oil. The oil was rubbed with hexane and soon solidified to give 36.1 g of the above-identified product as an off-white sol...